This data is from the Open Reaction Database (ORD), a public repository of structured organic reaction records. The task is: describe an organic reaction: reactants, conditions, products, and yield Reaction SMILES: [C:1]([O:2][CH2:3][c:4]1[cH:5][cH:6][cH:7][cH:8][cH:9]1)(=[O:10])[N:11]1[CH:12]([C:13](=[O:14])[OH:15])[CH2:16][C:17]([c:19]2[cH:20][cH:21][cH:22][cH:23][cH:24]2)([OH:25])[CH2:18]1.[C:26].[Pd:27]>>[NH:11]1[CH:12]([C:13](=[O:14])[OH:15])[CH2:16][C:17]([c:19]2[cH:20][cH:21][cH:22][cH:23][cH:24]2)([OH:25])[CH2:18]1. Yields the product O=C(O)C1CC(O)(c2ccccc2)CN1. Starting materials: O=C(O)C1CC(O)(c2ccccc2)CN1C(=O)OCc1ccccc1, C, [Pd].